Dataset: the Open Reaction Database (ORD), a public repository of structured organic reaction records. Task: describe an organic reaction: reactants, conditions, products, and yield Starting materials: O1CCN(CC1)S(F)(F)F (morpholinosulfur trifluoride), COCOCC1=CC=C(C=N1)CO ((6-methoxymethoxymethylpyridin-3-yl)methanol), C(=O)(O)[O-].[Na+] (NaHCO3). Run in ClCCl (dichloromethane), C(Cl)Cl (CH2Cl2). Run at temperature -78 celsius, time 2 hour. Yields the product FCC=1C=CC(=NC1)COCOC (5-Fluoromethyl-2-methoxymethoxymethylpyridine), oil. As a reaction SMILES: O1CCN(S(F)(F)[F:8])CC1.[CH3:11][O:12][CH2:13][O:14][CH2:15][C:16]1[N:21]=[CH:20][C:19]([CH2:22]O)=[CH:18][CH:17]=1.C([O-])(O)=O.[Na+]>ClCCl>[F:8][CH2:22][C:19]1[CH:18]=[CH:17][C:16]([CH2:15][O:14][CH2:13][O:12][CH3:11])=[N:21][CH:20]=1 |f:2.3|. Procedure: A solution of 70% HF-pyridine complex (0.3 ml) is added to a solution of morpholinosulfur trifluoride (2 ml, 1.63×10−2 mol) in dichloromethane (32 ml) cooled to −78° C. and maintained under an inert atmosphere, followed by dropwise addition of 1 g (5.4 mmol) of compound (3) as a solution in CH2Cl2 (10 ml). The mixture is stirred for 2 hours at −78° C. and then poured into saturated NaHCO3 solution (75 ml). The aqueous phase is extracted with dichloromethane and the combined organic phases are wa... The reactants are CN(/C=C/C(=O)C1=NN(C=CC1=O)C=1C=C(C=CC1)S(=O)(=O)N(C)C)C (3-[3-((E)-3-Dimethylamino-acryloyl)-4-oxo-4H-pyridazin-1-yl]-N,N-dimethyl-benzenesulfonamide), FC=1C=C(C=CC1)NN (3-fluoro-phenylhydrazine). Yields the product FC=1C=C(C=CC1)N1N=CC=C1C1=NN(C=CC1=O)C=1C=C(C=CC1)S(=O)(=O)N(C)C (3-{3-[2-(3-Fluoro-phenyl)-2H-pyrazol-3-yl]-4-oxo-4H-pyridazin-1-yl}-N,N-dimethyl-benzenesulfonamide). RXN SMILES: CN(C)/[CH:3]=[CH:4]/[C:5]([C:7]1[C:12](=[O:13])[CH:11]=[CH:10][N:9]([C:14]2[CH:15]=[C:16]([S:20]([N:23]([CH3:25])[CH3:24])(=[O:22])=[O:21])[CH:17]=[CH:18][CH:19]=2)[N:8]=1)=O.[F:27][C:28]1[CH:29]=[C:30]([NH:34][NH2:35])[CH:31]=[CH:32][CH:33]=1>>[F:27][C:28]1[CH:29]=[C:30]([N:34]2[C:5]([C:7]3[C:12](=[O:13])[CH:11]=[CH:10][N:9]([C:14]4[CH:15]=[C:16]([S:20]([N:23]([CH3:25])[CH3:24])(=[O:22])=[O:21])[CH:17]=[CH:18][CH:19]=4)[N:8]=3)=[CH:4][CH:3]=[N:35]2)[CH:31]=[CH:32][CH:33]=1. Reported procedure: The product was obtained starting from 3-[3-((E)-3-Dimethylamino-acryloyl)-4-oxo-4H-pyridazin-1-yl]-N,N-dimethyl-benzenesulfonamide (A-12) and 3-fluoro-phenylhydrazine according to the method described for example 91. MS: M=440.2 (M+H)+ Starting materials: 3-disubstituted aminomethylbut-3-en-2-ones, N1(CCCCC1)CC(C(C)=O)=C (3-(piperidinomethyl)but-3-en-2-one), N1(CCCCC1)CC(C(=O)C)CN1CCCCC1 (1,1-bis(piperidinomethyl)acetone), di-substituted amino, N1CCCC1 (pyrrolidine). Yields the product C(C)N(CC)CC(C(C)=O)=C (3-Diethylaminomethylbut-3-en-2-one). RXN SMILES: N1CCCC1.[N:6]1([CH2:12][C:13](=[CH2:17])[C:14](=[O:16])[CH3:15])[CH2:11][CH2:10]C[CH2:8][CH2:7]1.N1(CC(CN2CCCCC2)C(C)=O)CCCCC1>>[CH2:7]([N:6]([CH2:12][C:13](=[CH2:17])[C:14](=[O:16])[CH3:15])[CH2:11][CH3:10])[CH3:8]. Procedure: The intermediate olefinic ketone is prepared by the procedure of H.M.E. Cardwell [J. Chem. Soc., 1058 (1950)]. The ketone obtained from A., 22.8 g., in 25 ml. of ethanol was added to a solution of 25 g. of anhydrous oxalic acid in 75 ml. of ethanol. The mixture was cooled to 0° C., filtered to remove diethylamine hydrogen oxalate and the mother liquor evaporated to dryness under reduced pressure. The residue was dissolved in a little water, treated with potassium carbonate and extracted with eth... Reactants: FC(C=1C=C(C=CC1)[C@@H](C)OC(NC=1C(=NOC1C1=CC=C(C=C1)Br)C)=O)(F)F ([5-(4-bromo-phenyl)-3-methyl-isoxazol-4-yl]-carbamic acid (R)-1-(3-trifluoromethyl-phenyl)-ethyl ester), C(C)OC(=O)C1(CC1)C1=CC=C(C=C1)B1OC(C(O1)(C)C)(C)C (1-[4-(4,4,5,5-tetramethyl-[1,3,2]dioxaborolan-2-yl)-phenyl]-cyclopropanecarboxylic acid ethyl ester). Product: C(C)OC(=O)C1(CC1)C1=CC=C(C=C1)C1=CC=C(C=C1)C1=C(C(=NO1)C)NC(=O)O[C@H](C)C1=CC(=CC=C1)C(F)(F)F (1-(4′-{3-Methyl-4-[(R)-1-(3-trifluoromethyl-phenyl)-ethoxycarbonylamino]-isoxazol-5-yl}-biphenyl-4-yl)-cyclopropanecarboxylic acid ethyl ester). RXN SMILES: [F:1][C:2]([F:29])([F:28])[C:3]1[CH:4]=[C:5]([C@H:9]([O:11][C:12](=[O:27])[NH:13][C:14]2[C:15]([CH3:26])=[N:16][O:17][C:18]=2[C:19]2[CH:24]=[CH:23][C:22](Br)=[CH:21][CH:20]=2)[CH3:10])[CH:6]=[CH:7][CH:8]=1.[CH2:30]([O:32][C:33]([C:35]1([C:38]2[CH:43]=[CH:42][C:41](B3OC(C)(C)C(C)(C)O3)=[CH:40][CH:39]=2)[CH2:37][CH2:36]1)=[O:34])[CH3:31]>>[CH2:30]([O:32][C:33]([C:35]1([C:38]2[CH:43]=[CH:42][C:41]([C:22]3[CH:23]=[CH:24][C:19]([C:18]4[O:17][N:16]=[C:15]([CH3:26])[C:14]=4[NH:13][C:12]([O:11][C@@H:9]([C:5]4[CH:6]=[CH:7][CH:8]=[C:3]([C:2]([F:29])([F:28])[F:1])[CH:4]=4)[CH3:10])=[O:27])=[CH:20][CH:21]=3)=[CH:40][CH:39]=2)[CH2:36][CH2:37]1)=[O:34])[CH3:31]. Procedure: Prepared according to the procedure described in Example 6, Step 3 using [5-(4-bromo-phenyl)-3-methyl-isoxazol-4-yl]-carbamic acid (R)-1-(3-trifluoromethyl-phenyl)-ethyl ester and 1-[4-(4,4,5,5-tetramethyl-[1,3,2]dioxaborolan-2-yl)-phenyl]-cyclopropanecarboxylic acid ethyl ester. RXN SMILES: [Cl:1][C:2]1[CH:12]=[C:11]([Cl:13])[CH:10]=[CH:9][C:3]=1[C:4]([CH2:6][C:7]#[N:8])=[O:5].[C:14]([O:17][C:18](=O)C)(=O)C>>[Cl:1][C:2]1[CH:12]=[C:11]([Cl:13])[CH:10]=[CH:9][C:3]=1[C:4]([C:6](=[CH:14][O:17][CH3:18])[C:7]#[N:8])=[O:5]. The product is ClC1=C(C(=O)C(C#N)=COC)C=CC(=C1)Cl (2-(2,4-dichloro-benzoyl)-3-methoxy-acrylonitrile). Run at temperature 150 celsius. Yield: 104.5%. Procedure: A mixture of 8.8 g of 2,4-dichloro-benzoylacetonitrile, 69.2 g of methyl o-formate and 10.5 g of acetic anhydride is refluxed at a bath temperature of 150° C. for 3 hours. The volatile constituents are then distilled off in vacuo and finally under a fine vacuum at a bath temperature of 120° C. 11 g of 2-(2,4-dichloro-benzoyl)-3-methoxy-acrylonitrile are obtained as a viscous oil. The reactants are ClC1=C(C(=O)CC#N)C=CC(=C1)Cl (2,4-dichloro-benzoylacetonitrile), methyl o-formate, C(C)(=O)OC(C)=O (acetic anhydride). Reactants: CCOC(C)=O, COC(=O)c1ccc2c(N)cccc2n1, CC(=O)O, CCCCCC, Cc1ccccc1, COc1cc(Cl)ccc1C(C)(C)CC(O)(C=O)C(F)(F)F. The product is COC(=O)c1ccc2c(N=CC(O)(CC(C)(C)c3ccc(Cl)cc3OC)C(F)(F)F)cccc2n1. As a reaction SMILES: [C:41]([O:42][CH2:43][CH3:44])(=[O:45])[CH3:46].[CH3:1][O:2][C:3](=[O:4])[c:5]1[n:6][c:7]2[cH:8][cH:9][cH:10][c:11]([NH2:15])[c:12]2[cH:13][cH:14]1.[CH3:37][C:38](=[O:39])[OH:40].[CH3:47][CH2:48][CH2:49][CH2:50][CH2:51][CH3:52].[CH3:53][c:54]1[cH:55][cH:56][cH:57][cH:58][cH:59]1.[Cl:16][c:17]1[cH:18][c:19]([O:35][CH3:36])[c:20]([C:23]([CH2:24][C:25]([CH:26]=[O:27])([C:28]([F:29])([F:30])[F:31])[OH:32])([CH3:33])[CH3:34])[cH:21][cH:22]1>>[CH3:1][O:2][C:3](=[O:4])[c:5]1[n:6][c:7]2[cH:8][cH:9][cH:10][c:11]([N:15]=[CH:26][C:25]([CH2:24][C:23]([c:20]3[c:19]([O:35][CH3:36])[cH:18][c:17]([Cl:16])[cH:22][cH:21]3)([CH3:33])[CH3:34])([C:28]([F:29])([F:30])[F:31])[OH:32])[c:12]2[cH:13][cH:14]1. Reactants: CCN(CC)CCNc1nc2cc3c(cc2[n+]([O-])n1)CCO3, ClCCl, ClC(Cl)Cl, O=C(O)C(F)(F)F, O=C(OC(=O)C(F)(F)F)C(F)(F)F, N, OO. Yields the product CCN(CC)CCNc1n[n+]([O-])c2cc3c(cc2[n+]1[O-])OCC3. Reaction SMILES: [CH2:16]([CH3:17])[N:18]([CH2:19][CH2:20][NH:21][c:22]1[n:23][n+:24]([O-:35])[c:25]2[c:26]([n:27]1)[cH:28][c:29]1[c:30]([cH:31]2)[CH2:32][CH2:33][O:34]1)[CH2:36][CH3:37].[Cl:45][CH2:46][Cl:47].[Cl:48][CH:49]([Cl:50])[Cl:51].[F:38][C:39]([F:40])([F:41])[C:42]([OH:43])=[O:44].[F:3][C:4]([F:5])([F:7])[C:8](=[O:6])[O:9][C:10](=[O:11])[C:12]([F:13])([F:14])[F:15].[NH3:52].[OH:1][OH:2]>>[O-:6][n+:27]1[c:22]([NH:21][CH2:20][CH2:19][N:18]([CH2:16][CH3:17])[CH2:36][CH3:37])[n:23][n+:24]([O-:35])[c:25]2[c:26]1[cH:28][c:29]1[c:30]([cH:31]2)[CH2:32][CH2:33][O:34]1.